From a dataset of the Open Reaction Database (ORD), a public repository of structured organic reaction records. describe an organic reaction: reactants, conditions, products, and yield Starting materials: FC1=C2C=CNC2=CC=C1 (4-fluoroindole), C(C)(C)(C)OC(=O)N1CCC(CC1)=O (t-butyl-4-oxo-1-piperidinecarboxylate), N1CCCC1 (pyrrolidine). The solvent is C(C)O (ethanol). The product is C(C)(C)(C)OC(=O)N1CCC(=CC1)C1=CNC2=CC=CC(=C12)F (3-[1-(t-butoxycarbonyl)-1,2,3,6-tetrahydro-4-pyridinyl]-4-fluoroindole). Isolated yield 26.3%. As a reaction SMILES: [F:1][C:2]1[CH:10]=[CH:9][CH:8]=[C:7]2[C:3]=1[CH:4]=[CH:5][NH:6]2.[C:11]([O:15][C:16]([N:18]1[CH2:23][CH2:22][C:21](=O)[CH2:20][CH2:19]1)=[O:17])([CH3:14])([CH3:13])[CH3:12].N1CCCC1>C(O)C>[C:11]([O:15][C:16]([N:18]1[CH2:19][CH:20]=[C:21]([C:4]2[C:3]3[C:7](=[CH:8][CH:9]=[CH:10][C:2]=3[F:1])[NH:6][CH:5]=2)[CH2:22][CH2:23]1)=[O:17])([CH3:14])([CH3:12])[CH3:13]. Reported procedure: A stirred solution of 4-fluoroindole (400 mg, 3.0 mmol), t-butyl-4-oxo-1-piperidinecarboxylate (650 mg, 3.3 mmol), and pyrrolidine (0.62 mL, 7.4 mmol) in ethanol (10 mL) was heated at reflux for 16 hours. Solvent was evaporated and the residue subjected to chromatography on silica gel with 20% ethyl acetate/hexanes to afford a yellow solid (250 mg, 27%). Yields the product COCCCOc1cc(C=O)c(C)cc1OC. The reactants are COCCCOc1cc(Br)c(C)cc1OC, C1CCOC1, CCCCCC, CN(C)C=O. RXN SMILES: [Br:1][c:2]1[c:3]([CH3:16])[cH:4][c:5]([O:14][CH3:15])[c:6]([O:8][CH2:9][CH2:10][CH2:11][O:12][CH3:13])[cH:7]1.[CH2:28]1[O:29][CH2:30][CH2:31][CH2:32]1.[CH3:17][CH2:18][CH2:19][CH2:20][CH2:21][CH3:22].[O:23]=[CH:24][N:25]([CH3:26])[CH3:27]>>[c:2]1([CH:24]=[O:23])[c:3]([CH3:16])[cH:4][c:5]([O:14][CH3:15])[c:6]([O:8][CH2:9][CH2:10][CH2:11][O:12][CH3:13])[cH:7]1. The reactants are Cl.[N+](=O)([O-])C1=C(C=CC=C1)C1=CC=C(O1)C(N)=NO (5-(2-Nitrophenyl)-2-furamidoxime Hydrochloride), [H][H] (hydrogen). Reagents/catalysts: [Pd] (Pd/C). Solvent: CO (methanol). The product is Cl.Cl.NC1=C(C=CC=C1)C1=CC=C(O1)C(N)=NO (5-(2-Aminophenyl)-2-furamidoxime Dihydrochloride). Yield: 148.9%. As a reaction SMILES: [ClH:1].[N+:2]([C:5]1[CH:10]=[CH:9][CH:8]=[CH:7][C:6]=1[C:11]1[O:15][C:14]([C:16](=[N:18][OH:19])[NH2:17])=[CH:13][CH:12]=1)([O-])=O.[H][H]>[Pd].CO>[ClH:1].[ClH:1].[NH2:2][C:5]1[CH:10]=[CH:9][CH:8]=[CH:7][C:6]=1[C:11]1[O:15][C:14]([C:16](=[N:18][OH:19])[NH2:17])=[CH:13][CH:12]=1 |f:0.1,5.6.7|. Reported procedure: A mixture of the compound of Example XV (14.2 g 0.05 mole), 5% Pd/C (50% H2O) (1 teaspoon), and anhydrous methanol (300 ml) was shaken in a Parr apparatus until the theoretical amount of hydrogen was absorbed. The catalyst was removed by filtration and washed with anydrous methanol. Gaseous HCl was introduced into the filtrate with cooling in ice. The solid was collected by filtration and washed with anhydrous ether to give 10.8 g (75%) of product. An analytical sample, m.p. 238°-239°, was obtai... Reactants: C(C(=C)C)(=O)OCC(C(C(F)(F)F)(F)F)(F)F (heptafluoropropylmethyl methacrylate), C(C(=C)C)(=O)OCCN=C=O (2-isocyanatoethyl methacrylate). The solvent is CC(=O)N(C)C (DMA). The product is CC(=C)C(=O)OCCO.CC(=C)C(=O)OCCO.C(C(=C)C)(=O)OCCN=C=O (HEMA HEMA IEM). Reaction SMILES: [C:1]([O:6][CH2:7][C:8](F)(F)C(F)(F)C(F)(F)F)(=[O:5])[C:2]([CH3:4])=[CH2:3].[C:18]([O:23][CH2:24][CH2:25][N:26]=[C:27]=[O:28])(=[O:22])[C:19]([CH3:21])=[CH2:20]>CC(N(C)C)=O>[CH3:4][C:2]([C:1]([O:6][CH2:7][CH2:8][OH:22])=[O:5])=[CH2:3].[CH3:21][C:19]([C:18]([O:23][CH2:24][CH2:25][OH:5])=[O:22])=[CH2:20].[C:18]([O:23][CH2:24][CH2:25][N:26]=[C:27]=[O:28])(=[O:22])[C:19]([CH3:21])=[CH2:20] |f:3.4.5|. Reported procedure: The process of Example 6 is repeated, but using heptafluoropropylmethyl methacrylate (F7MA) as fluorinated comonomer and using an amount of 2-isocyanatoethyl methacrylate (IEM) to give a prepolymer with a composition in mol % of: DMA/F7MA/HEMA/HEMA+IEM=80/12.5/5.65/1.85. Starting materials: CO, O=S(=O)(O)O, CCOC(=O)c1ccc(-c2ccc(C(F)(F)F)cc2)c(-c2ccccc2)n1. Yields the product COC(=O)c1ccc(-c2ccc(C(F)(F)F)cc2)c(-c2ccccc2)n1. As a reaction SMILES: [CH3:33][OH:34].[S:28](=[O:29])(=[O:30])([OH:31])[OH:32].[c:1]1(-[c:7]2[c:8](-[c:18]3[cH:19][cH:20][c:21]([C:24]([F:25])([F:26])[F:27])[cH:22][cH:23]3)[cH:9][cH:10][c:11]([C:13](=[O:14])[O:15][CH2:16][CH3:17])[n:12]2)[cH:2][cH:3][cH:4][cH:5][cH:6]1>>[c:1]1(-[c:7]2[c:8](-[c:18]3[cH:19][cH:20][c:21]([C:24]([F:25])([F:26])[F:27])[cH:22][cH:23]3)[cH:9][cH:10][c:11]([C:13](=[O:14])[O:15][CH3:16])[n:12]2)[cH:2][cH:3][cH:4][cH:5][cH:6]1. The reactants are OC1=C(CN(C1=O)CC1=CC=CC=C1)C(=O)OC(C)(C)C (1,1-Dimethylethyl 2,5-dihydro-4-hydroxy-5-oxo-1-(phenylmethyl)-1H-pyrrole-3-carboxylate), Cl.NO (hydroxylamine hydrochloride), O (H2O). Solvent: N1=CC=CC=C1 (pyridine). Reaction conditions: time 4 day. Product: ON=C1C(CN(C1=O)CC1=CC=CC=C1)C(=O)OC(C)(C)C (1,1-Dimethylethyl 4-(hydroxyimino)-5-oxo-1-(phenylmethyl)-3-pyrrolidinecarboxylate). Yield: 83.7%. RXN SMILES: O[C:2]1[C:6](=[O:7])[N:5]([CH2:8][C:9]2[CH:14]=[CH:13][CH:12]=[CH:11][CH:10]=2)[CH2:4][C:3]=1[C:15]([O:17][C:18]([CH3:21])([CH3:20])[CH3:19])=[O:16].Cl.[NH2:23][OH:24].O>N1C=CC=CC=1>[OH:24][N:23]=[C:2]1[C:6](=[O:7])[N:5]([CH2:8][C:9]2[CH:14]=[CH:13][CH:12]=[CH:11][CH:10]=2)[CH2:4][CH:3]1[C:15]([O:17][C:18]([CH3:21])([CH3:20])[CH3:19])=[O:16] |f:1.2|. Procedure: To a solution of the title compound of Example I (8.07 g, 27.9 mmol) in 150 ml of pyridine was added hydroxylamine hydrochloride (9.69 g, 139 mmol) and resulting solution was stirred for 4 d. Addition of H2O resulted in the formation of precipitate which was filtered to give the title compound (7.11 g, 84%) as a colorless solid. Calculated for C16H20N2O4 1/2H2O: C, 61.35; H, 6.76; N, 8.94. Found C, 61.35; H, 6.57, N, 9.34. Starting materials: O=S(=O)(Cl)c1ccc2c(Cl)cnc(Cl)c2c1, ClCCl, CC(C)(C)OC(=O)C1CCC(N)CC1. The product is CC(C)(C)OC(=O)C1CCC(NS(=O)(=O)c2ccc3c(Cl)cnc(Cl)c3c2)CC1. Reaction SMILES: [Cl:15][c:16]1[n:17][cH:18][c:19]([Cl:30])[c:20]2[cH:21][cH:22][c:23]([S:26](=[O:27])(=[O:28])[Cl:29])[cH:24][c:25]12.[Cl:31][CH2:32][Cl:33].[NH2:1][CH:2]1[CH2:3][CH2:4][CH:5]([C:8](=[O:9])[O:10][C:11]([CH3:12])([CH3:13])[CH3:14])[CH2:6][CH2:7]1>>[NH:1]([CH:2]1[CH2:3][CH2:4][CH:5]([C:8](=[O:9])[O:10][C:11]([CH3:12])([CH3:13])[CH3:14])[CH2:6][CH2:7]1)[S:26]([c:23]1[cH:22][cH:21][c:20]2[c:19]([Cl:30])[cH:18][n:17][c:16]([Cl:15])[c:25]2[cH:24]1)(=[O:27])=[O:28].